Dataset: the Open Reaction Database (ORD), a public repository of structured organic reaction records. Task: describe an organic reaction: reactants, conditions, products, and yield Reactants: CC(=O)O[BH-](OC(C)=O)OC(C)=O, CNC, CC(Cl)Cl, [Na+], O=Cc1cccc2c1C1(COc3cc4c(cc31)CCO4)C(=O)N2CC1CCCO1. Product: CN(C)Cc1cccc2c1C1(COc3cc4c(cc31)CCO4)C(=O)N2CC1CCCO1. RXN SMILES: [C:33]([O:34][BH-:35]([O:36][C:37](=[O:38])[CH3:39])[O:40][C:41](=[O:42])[CH3:43])(=[O:44])[CH3:45].[CH3:30][NH:31][CH3:32].[Cl:47][CH:48]([Cl:49])[CH3:50].[Na+:46].[O:1]=[C:2]1[N:3]([CH2:24][CH:25]2[O:26][CH2:27][CH2:28][CH2:29]2)[c:4]2[cH:5][cH:6][cH:7][c:8]([CH:22]=[O:23])[c:9]2[C:10]12[c:11]1[c:12]([cH:15][c:16]3[c:20]([cH:21]1)[CH2:19][CH2:18][O:17]3)[O:13][CH2:14]2>>[O:1]=[C:2]1[N:3]([CH2:24][CH:25]2[O:26][CH2:27][CH2:28][CH2:29]2)[c:4]2[cH:5][cH:6][cH:7][c:8]([CH2:22][N:31]([CH3:30])[CH3:32])[c:9]2[C:10]12[c:11]1[c:12]([cH:15][c:16]3[c:20]([cH:21]1)[CH2:19][CH2:18][O:17]3)[O:13][CH2:14]2. Isolated yield 67.4%. Solvent: CN(C)C=O (DMF). Reactants: ClCC#N (chloroacetonitrile), [Na+].N1=CC(=CC=C1)S(=O)[O-] (pyridine-3-sulphinic acid sodium salt). RXN SMILES: Cl[CH2:2][C:3]#[N:4].[Na+].[N:6]1[CH:11]=[CH:10][CH:9]=[C:8]([S:12]([O-:14])=[O:13])[CH:7]=1>CN(C=O)C>[N:6]1[CH:11]=[CH:10][CH:9]=[C:8]([S:12]([CH2:2][C:3]#[N:4])(=[O:14])=[O:13])[CH:7]=1 |f:1.2|. Product: N1=CC(=CC=C1)S(=O)(=O)CC#N ((pyridine-3-sulphonyl)-acetonitrile). Run at time 1 hour. Procedure details: 2.1 ml (33.4 mmol) of chloroacetonitrile were added to a solution of 4.6 g (42 mmol) of pyridine-3-sulphinic acid sodium salt in 50 ml of DMF and stirred at 90° for 1 hr. The reaction solution was evaporated, the residue was partitioned between H2O and CH2Cl2. The aqueous phase was washed three times with CH2Cl2. The combined organic phases were washed once with H2O, dried (MgSO4) filtered and evaporated. Chromatography (SiO2, AcOEt/hexane 2:1) yielded 4.1 g (80%) of (pyridine-3-sulphonyl)-aceto... Reactants: BrC(C(=O)OC)C (Methyl 2-bromopropionate), C(C)OP(OCC)OCC (triethylphosphite). Reaction conditions: temperature 110 celsius, time 2 day. Product: COC(C(C)P(=O)(OCC)OCC)=O (2-(diethylphosphono)propanoic acid methyl ester). Reaction SMILES: Br[CH:2]([CH3:7])[C:3]([O:5][CH3:6])=[O:4].[CH2:8]([O:10][P:11]([O:15]CC)[O:12][CH2:13][CH3:14])[CH3:9]>>[CH3:6][O:5][C:3](=[O:4])[CH:2]([P:11]([O:12][CH2:13][CH3:14])([O:10][CH2:8][CH3:9])=[O:15])[CH3:7]. Procedure details: Methyl 2-bromopropionate (100 g, 0.60 mol) and triethylphosphite (109 g, 0.66 mol) were mixed, and the mixture was stirred at 110° C. for 2 days. The reaction mixture was dried under reduced pressure to give the title compound. As a reaction SMILES: [Br:1][c:2]1[cH:3][cH:4][c:5]([C:6](=[O:7])[CH:8]2[CH:9]([C:11](=[O:12])[O:13][CH3:14])[CH2:10]2)[cH:15][cH:16]1.[CH3:19][OH:20].[Na+:18].[OH-:17]>>[Br:1][c:2]1[cH:3][cH:4][c:5]([C:6](=[O:7])[CH:8]2[CH:9]([C:11](=[O:12])[OH:13])[CH2:10]2)[cH:15][cH:16]1. The product is O=C(O)C1CC1C(=O)c1ccc(Br)cc1. Reactants: COC(=O)C1CC1C(=O)c1ccc(Br)cc1, CO, [Na+], [OH-].